Dataset: the Open Reaction Database (ORD), a public repository of structured organic reaction records. Task: describe an organic reaction: reactants, conditions, products, and yield The reactants are C(C)(C)(C)OC(=O)N1CCC(CC1)C1CCN(CC1)C1=CC=C(C=C1)C(=S)N (tert-Butyl-1′-[4-(aminocarbonothioyl)phenyl]-4,4′-bipiperidine-1-carboxylate), CC(=O)OC(=O)C (Ac2O), ClCC=O (chloroacetaldehyde). Run in CN(C)C=O (DMF). Run at temperature 80 celsius, time 1 hour. The product is C(C)(C)(C)OC(=O)N1CCC(CC1)C1CCN(CC1)C1=CC=C(C=C1)C=1SC=CN1 (tert-Butyl-1′-[4-(1,3-thiazol-2-yl)phenyl]-4,4′-bipiperidine-1-carboxylate). As a reaction SMILES: [C:1]([O:5][C:6]([N:8]1[CH2:13][CH2:12][CH:11]([CH:14]2[CH2:19][CH2:18][N:17]([C:20]3[CH:25]=[CH:24][C:23]([C:26]([NH2:28])=[S:27])=[CH:22][CH:21]=3)[CH2:16][CH2:15]2)[CH2:10][CH2:9]1)=[O:7])([CH3:4])([CH3:3])[CH3:2].[CH3:29][C:30](OC(C)=O)=O.ClCC=O>CN(C=O)C>[C:1]([O:5][C:6]([N:8]1[CH2:13][CH2:12][CH:11]([CH:14]2[CH2:15][CH2:16][N:17]([C:20]3[CH:21]=[CH:22][C:23]([C:26]4[S:27][CH:29]=[CH:30][N:28]=4)=[CH:24][CH:25]=3)[CH2:18][CH2:19]2)[CH2:10][CH2:9]1)=[O:7])([CH3:4])([CH3:2])[CH3:3]. Reported procedure: A solution of the product of Example 12.24, Step 1 above (151 mg; 0.374 mmol) in DMF (3 ml) was treated with Ac2O (1 ml) and chloroacetaldehyde (587 mg; 50% aq. solution; 3.74 mmol). The solution was stirred at 80° C. for 1 hr. The reaction was partitioned between iPrOAc (50 mL) and aq. sodium bicarbonate (20 mL). The organic was washed three more times with aq. sodium bicarbonate (3×10 mL). The organic was dried over magnesium sulfate, filtered and evaporated to a brown semi-solid. The solid wa... Procedure: (±)-(3-{(4-Methylbenzoyl)-[1-(4-oxo-3,4-dihydropyrrolo[2,1-f][1,2,4] triazin-2-yl)-propyl]amino}propyl)carbamic acid tert-butyl ester (Example 3 A, 42 mg, 0.09 mmol) was converted to the title compound (8 mg, 17%) in a manner similar to the preparation of (±)-{3-[{1-[3-(4-fluorobenzyl)-4-oxo-3,4-dihydropyrrolo[2,1-f][1,2,4]triazin-2-yl]-propyl}-(4-methylbenzoyl)-amino]-propyl}-carbamic acid tert-butyl ester, except that bromo-methylcyclopropane (15 mg, 0.11 mmol) was used instead of 4-fluorobenz... Reactants: C(C)(C)(C)OC(NCCCN(C(CC)C1=NN2C(C(N1)=O)=CC=C2)C(C2=CC=C(C=C2)C)=O)=O ((±)-(3-{(4-Methylbenzoyl)-[1-(4-oxo-3,4-dihydropyrrolo[2,1-f][1,2,4] triazin-2-yl)-propyl]amino}propyl)carbamic acid tert-butyl ester), C(C)(C)(C)OC(NCCCN(C(C1=CC=C(C=C1)C)=O)C(CC)C1=NN2C(C(N1CC1=CC=C(C=C1)F)=O)=CC=C2)=O ((±)-{3-[{1-[3-(4-fluorobenzyl)-4-oxo-3,4-dihydropyrrolo[2,1-f][1,2,4]triazin-2-yl]-propyl}-(4-methylbenzoyl)-amino]-propyl}-carbamic acid tert-butyl ester), BrC1(CC1)C (bromo-methylcyclopropane). RXN SMILES: C(OC(=O)NCCCN(C(=O)C1C=CC(C)=CC=1)C(C1NC(=O)C2=CC=CN2N=1)CC)(C)(C)C.[C:35]([O:39][C:40](=[O:76])[NH:41][CH2:42][CH2:43][CH2:44][N:45]([CH:55]([C:58]1[N:63]([CH2:64][C:65]2C=CC(F)=[CH:67][CH:66]=2)[C:62](=[O:72])[C:61]2=[CH:73][CH:74]=[CH:75][N:60]2[N:59]=1)[CH2:56][CH3:57])[C:46](=[O:54])[C:47]1[CH:52]=[CH:51][C:50]([CH3:53])=[CH:49][CH:48]=1)([CH3:38])([CH3:37])[CH3:36].BrC1(C)CC1>>[C:35]([O:39][C:40](=[O:76])[NH:41][CH2:42][CH2:43][CH2:44][N:45]([CH:55]([C:58]1[N:63]([CH2:64][CH:65]2[CH2:66][CH2:67]2)[C:62](=[O:72])[C:61]2=[CH:73][CH:74]=[CH:75][N:60]2[N:59]=1)[CH2:56][CH3:57])[C:46](=[O:54])[C:47]1[CH:52]=[CH:51][C:50]([CH3:53])=[CH:49][CH:48]=1)([CH3:36])([CH3:37])[CH3:38]. The product is C(C)(C)(C)OC(NCCCN(C(C1=CC=C(C=C1)C)=O)C(CC)C1=NN2C(C(N1CC1CC1)=O)=CC=C2)=O ((±)-{3-[[1-(3-Cyclopropylmethyl-4-oxo-3,4-dihydropyrrolo[2,1-f ][1,2,4] triazin-2-yl)-propyl]-(4-methylbenzoyl)-amino]-propyl}-carbamic acid tert-butyl ester). Yield: 17.0%. Reactants: COC(CN1C2=C(N(C(C3=C1C=CC=C3)=O)CC(=O)O)C=CC=C2)=O ([5-(2-Methoxy-2-oxoethyl)-11-oxo-5,11-dihydro-10H-dibenzo-[b,e][1,4]diazepin-10-yl]acetic acid), NCC=1N=C(SC1)NC(=O)NCC1=CC=CC=C1 (N-[4-(Aminomethyl)-1,3-thiazol-2-yl]-N′-benzylurea). Reaction SMILES: [CH3:1][O:2][C:3](=[O:25])[CH2:4][N:5]1[C:11]2[CH:12]=[CH:13][CH:14]=[CH:15][C:10]=2[C:9](=[O:16])[N:8]([CH2:17][C:18]([OH:20])=O)[C:7]2[CH:21]=[CH:22][CH:23]=[CH:24][C:6]1=2.[NH2:26][CH2:27][C:28]1[N:29]=[C:30]([NH:33][C:34]([NH:36][CH2:37][C:38]2[CH:43]=[CH:42][CH:41]=[CH:40][CH:39]=2)=[O:35])[S:31][CH:32]=1>>[CH2:37]([NH:36][C:34]([NH:33][C:30]1[S:31][CH:32]=[C:28]([CH2:27][NH:26][C:18](=[O:20])[CH2:17][N:8]2[C:9](=[O:16])[C:10]3[CH:15]=[CH:14][CH:13]=[CH:12][C:11]=3[N:5]([CH2:4][C:3]([O:2][CH3:1])=[O:25])[C:6]3[CH:24]=[CH:23][CH:22]=[CH:21][C:7]2=3)[N:29]=1)=[O:35])[C:38]1[CH:43]=[CH:42][CH:41]=[CH:40][CH:39]=1. The product is C(C1=CC=CC=C1)NC(=O)NC=1SC=C(N1)CNC(CN1C2=C(N(C3=C(C1=O)C=CC=C3)CC(=O)OC)C=CC=C2)=O (Methyl [10-(2-{[(2-{[(benzylamino)carbonyl]amino}-1,3-thiazol-4-yl)methyl]amino}-2-oxoethyl)-11-oxo-10,11-dihydro-5H-dibenzo-[b,e][1,4]diazepin-5-yl]acetate). Procedure details: Preparation took place in analogy to I.B.23 by reacting [5-(2-methoxy-2-oxoethyl)-11-oxo-5,11-dihydro-10H-dibenzo[b,e]-[1,4]diazepin-10-yl]acetic acid 37c with N-[4-(aminomethyl)1,3-thiazol-2-yl]-N′-benzylurea (hydrochloride) (38). Chromatography on silica gel (CH2Cl2/CH3OH 2→10%) afforded 0.45 g; ESI-MS [M+H+]=585.25. Starting materials: CC(C)C(NC(=O)Cc1cc(F)cc(F)c1)C(=O)O, COC(=O)C(CC(C)C)NC(=O)Cc1cc(F)cc(F)c1. Product: CC(C)CC(NC(=O)Cc1cc(F)cc(F)c1)C(=O)O. As a reaction SMILES: [F:1][c:2]1[cH:3][c:4]([CH2:5][C:6]([NH:7][CH:8]([C:9]([OH:10])=[O:11])[CH:12]([CH3:13])[CH3:14])=[O:15])[cH:16][c:17]([F:18])[cH:19]1.[F:20][c:21]1[cH:22][c:23]([CH2:28][C:29](=[O:30])[NH:31][CH:32]([CH2:33][CH:34]([CH3:35])[CH3:36])[C:37](=[O:38])[O:39][CH3:40])[cH:24][c:25]([F:27])[cH:26]1>>[F:20][c:21]1[cH:22][c:23]([CH2:28][C:29](=[O:30])[NH:31][CH:32]([CH2:33][CH:34]([CH3:35])[CH3:36])[C:37](=[O:38])[OH:39])[cH:24][c:25]([F:27])[cH:26]1.